describe an organic reaction: reactants, conditions, products, and yield From a dataset of the Open Reaction Database (ORD), a public repository of structured organic reaction records. The reactants are [NH4+].[OH-] (NH4OH), OCC1=NN=C2C=3C=C(C(=NC3C=CN21)C2=CC=C(C=O)C=C2)C2=CC=CC=C2 (4-[3-(hydroxymethyl)-9-phenyl[1,2,4]triazolo[3,4-f]-1,6-naphthyridin-8-yl]benzaldehyde), II (iodine). Run in C1CCOC1 (THF). Conditions: time 8 hour. Yields the product OCC1=NN=C2C=3C=C(C(=NC3C=CN21)C2=CC=C(C#N)C=C2)C2=CC=CC=C2 (4-[3-(hydroxymethyl)-9-phenyl[1,2,4]triazolo[3,4-f]-1,6-naphthyridin-8-yl]benzonitrile). Reaction SMILES: [OH:1][CH2:2][C:3]1[N:15]2[C:6]([C:7]3[CH:8]=[C:9]([C:24]4[CH:29]=[CH:28][CH:27]=[CH:26][CH:25]=4)[C:10]([C:16]4[CH:23]=[CH:22][C:19]([CH:20]=O)=[CH:18][CH:17]=4)=[N:11][C:12]=3[CH:13]=[CH:14]2)=[N:5][N:4]=1.[NH4+:30].[OH-].II>C1COCC1>[OH:1][CH2:2][C:3]1[N:15]2[C:6]([C:7]3[CH:8]=[C:9]([C:24]4[CH:29]=[CH:28][CH:27]=[CH:26][CH:25]=4)[C:10]([C:16]4[CH:17]=[CH:18][C:19]([C:20]#[N:30])=[CH:22][CH:23]=4)=[N:11][C:12]=3[CH:13]=[CH:14]2)=[N:5][N:4]=1 |f:1.2|. Reported procedure: To a stirred suspension of 14-2 (0.4 g, 1.1 mMol) in anhydrous THF (15 mL) was added 3 mL of concentrated NH4OH. The solution was then treated with iodine (0.4 g, 1.6 mMol) followed by stirring at room temperature overnight. The reaction was quenched with saturated sodium thiosulfate solution (20 mL) and the product was extracted into ethyl acetate three times. The combined organic layers were washed with brine, dried with Na2SO4, filtered and concentrated in vacuo to yield 15-1 as a tan solid. ... The reactants are ClC=1C=C(C=C(C1CN1C(C(CC1)N1CCC(CC1)O)=O)Cl)C1=CC=C(C=C1)C(=O)N1CCC(CC1)C(F)(F)F (1-[3,5-dichloro-4′-(4-trifluoromethyl-piperidine-1-carbonyl)-biphenyl-4-ylmethyl]-3-(4-hydroxy-piperidin-1-yl)-pyrrolidin-2-one), C(C)N(CC)S(F)(F)F ((diethylamino)sulfur trifluoride). Run in C(C)(=O)OCC (ethyl acetate), C(Cl)Cl (CH2Cl2). Conditions: temperature 0 celsius, time 1 hour. Product: ClC=1C=C(C=C(C1CN1C(C(CC1)N1CCC(CC1)F)=O)Cl)C1=CC=C(C=C1)C(=O)N1CCC(CC1)C(F)(F)F (1-[3,5-Dichloro-4′-(4-trifluoromethyl-piperidine-1-carbonyl)-biphenyl-4-ylmethyl]-3-(4-fluoro-piperidin-1-yl)-pyrrolidin-2-one). The yield is 21.1%. As a reaction SMILES: [Cl:1][C:2]1[CH:3]=[C:4]([C:23]2[CH:28]=[CH:27][C:26]([C:29]([N:31]3[CH2:36][CH2:35][CH:34]([C:37]([F:40])([F:39])[F:38])[CH2:33][CH2:32]3)=[O:30])=[CH:25][CH:24]=2)[CH:5]=[C:6]([Cl:22])[C:7]=1[CH2:8][N:9]1[CH2:13][CH2:12][CH:11]([N:14]2[CH2:19][CH2:18][CH:17](O)[CH2:16][CH2:15]2)[C:10]1=[O:21].C(N(S(F)(F)[F:47])CC)C>C(Cl)Cl.C(OCC)(=O)C>[Cl:22][C:6]1[CH:5]=[C:4]([C:23]2[CH:28]=[CH:27][C:26]([C:29]([N:31]3[CH2:32][CH2:33][CH:34]([C:37]([F:38])([F:39])[F:40])[CH2:35][CH2:36]3)=[O:30])=[CH:25][CH:24]=2)[CH:3]=[C:2]([Cl:1])[C:7]=1[CH2:8][N:9]1[CH2:13][CH2:12][CH:11]([N:14]2[CH2:15][CH2:16][CH:17]([F:47])[CH2:18][CH2:19]2)[C:10]1=[O:21]. Reported procedure: Treat a 0° C. solution of 1-[3,5-dichloro-4′-(4-trifluoromethyl-piperidine-1-carbonyl)-biphenyl-4-ylmethyl]-3-(4-hydroxy-piperidin-1-yl)-pyrrolidin-2-one (0.090 g, 0.15 mmol) in CH2Cl2 (5 mL) with (diethylamino)sulfur trifluoride (0.049 g, 0.305 mmol) and stir for 1 hour at 0° C. under N2. Quench the reaction with saturated NaHCO3, dilute with ethyl acetate, and wash with water. Dry the organic layer (Na2SO4), remove the solvent in vacuo to afford crude product, and purify with a 0 to 10% methan... Starting materials: CON(C)C(=O)C1CCn2c(cc3ccccc32)C1, CCOCC, [Mg+]C1CCCC1, [Cl-]. Yields the product O=C(C1CCCC1)C1CCn2c(cc3ccccc32)C1. Reaction SMILES: [CH3:1][O:2][N:3]([C:4](=[O:5])[CH:6]1[CH2:7][c:8]2[n:9]([c:10]3[cH:11][cH:12][cH:13][cH:14][c:15]3[cH:16]2)[CH2:17][CH2:18]1)[CH3:19].[CH3:27][CH2:28][O:29][CH2:30][CH3:31].[CH:21]1([Mg+:26])[CH2:22][CH2:23][CH2:24][CH2:25]1.[Cl-:20]>>[C:4](=[O:5])([CH:6]1[CH2:7][c:8]2[n:9]([c:10]3[cH:11][cH:12][cH:13][cH:14][c:15]3[cH:16]2)[CH2:17][CH2:18]1)[CH:21]1[CH2:22][CH2:23][CH2:24][CH2:25]1.